Task: describe an organic reaction: reactants, conditions, products, and yield. Dataset: the Open Reaction Database (ORD), a public repository of structured organic reaction records Reactants: COC(=O)c1ccc(CBr)cc1, O=C([O-])[O-], CC(C)=O, Cl, [K+], [K+], O, OCC=Cc1cccc(O)c1. Yields the product COC(=O)c1ccc(COc2cccc(C=CCO)c2)cc1. As a reaction SMILES: [Br:12][CH2:13][c:14]1[cH:15][cH:16][c:17]([C:18](=[O:19])[O:20][CH3:21])[cH:22][cH:23]1.[C:24](=[O:25])([O-:26])[O-:27].[CH3:31][C:32](=[O:33])[CH3:34].[ClH:30].[K+:28].[K+:29].[OH2:35].[OH:1][CH2:2][CH:3]=[CH:4][c:5]1[cH:6][c:7]([OH:11])[cH:8][cH:9][cH:10]1>>[OH:1][CH2:2][CH:3]=[CH:4][c:5]1[cH:6][c:7]([O:11][CH2:13][c:14]2[cH:15][cH:16][c:17]([C:18](=[O:19])[O:20][CH3:21])[cH:22][cH:23]2)[cH:8][cH:9][cH:10]1. Starting materials: CCn1nc2oc(C=O)c(C)c2c1C, C1CCNCC1, O=C(O)CC(=O)O, c1ccccc1, c1ccncc1. Product: CCn1nc2oc(C=CC(=O)O)c(C)c2c1C. Reaction SMILES: [CH2:14]([CH3:15])[n:16]1[n:17][c:18]2[c:19]([c:20]1[CH3:21])[c:22]([CH3:27])[c:23]([CH:25]=[O:26])[o:24]2.[CH2:28]1[CH2:29][CH2:30][NH:31][CH2:32][CH2:33]1.[OH:1][C:2](=[O:3])[CH2:4][C:5]([OH:6])=[O:7].[cH:34]1[cH:35][cH:36][cH:37][cH:38][cH:39]1.[cH:8]1[cH:9][cH:10][n:11][cH:12][cH:13]1>>[CH:2](=[CH:4][C:5]([OH:6])=[O:7])[c:23]1[c:22]([CH3:27])[c:19]2[c:18]([n:17][n:16]([CH2:14][CH3:15])[c:20]2[CH3:21])[o:24]1. Starting materials: C(#N)C1=CC=C(C=C1)CCC1=C(OCCC2N(CCC2)C)C=CC=C1 (2-(2-{2-[2-(4-cyanophenyl)ethyl]phenoxy}ethyl)-1-methylpyrrolidine), Cl (hydrogen chloride). Run in O1CCOCC1 (dioxane), solution, O1CCOCC1 (dioxane). Yields the product Cl.C(#N)C1=CC=C(C=C1)CCC1=C(OCCC2N(CCC2)C)C=CC=C1 (2-(2-{2-[2-(4-Cyanophenyl)ethyl]phenoxy}ethyl)-1-methylpyrrolidine hydrochloride). Yield: 49.0%. RXN SMILES: [C:1]([C:3]1[CH:8]=[CH:7][C:6]([CH2:9][CH2:10][C:11]2[CH:25]=[CH:24][CH:23]=[CH:22][C:12]=2[O:13][CH2:14][CH2:15][CH:16]2[CH2:20][CH2:19][CH2:18][N:17]2[CH3:21])=[CH:5][CH:4]=1)#[N:2].[ClH:26]>O1CCOCC1>[ClH:26].[C:1]([C:3]1[CH:4]=[CH:5][C:6]([CH2:9][CH2:10][C:11]2[CH:25]=[CH:24][CH:23]=[CH:22][C:12]=2[O:13][CH2:14][CH2:15][CH:16]2[CH2:20][CH2:19][CH2:18][N:17]2[CH3:21])=[CH:7][CH:8]=1)#[N:2] |f:3.4|. Reported procedure: 0.300 g of 2-(2-{2-[2-(4-cyanophenyl)ethyl]phenoxy}ethyl)-1-methylpyrrolidine [prepared as described in step (a) above] was dissolved in a small amount of dioxane, and 0.25 ml of a 4N solution of hydrogen chloride in dioxane was added to the solution. The mixture was then concentrated by distillation under reduced pressure, and the resulting oil was dissolved in 10 ml of ethyl acetate and allowed to stand at room temperature. The crystals which precipitated were collected by filtration and dried...